Dataset: the Open Reaction Database (ORD), a public repository of structured organic reaction records. Task: describe an organic reaction: reactants, conditions, products, and yield The reactants are ClC1=CC=C(C=C1)NCC1=CC=NC=C1 (4-(4-chlorophenylaminomethyl)pyridine), CS(=O)(=O)Cl (methanesulfonyl chloride), C([O-])([O-])=O.[K+].[K+] (potassium carbonate), CS(=O)(=O)Cl (methanesulfonyl chloride). The solvent is ClCCl (dichloromethane), ClCCl (dichloromethane). Yields the product ClC1=CC=C(C=C1)N(S(=O)(=O)C)CC1=CC=NC=C1 (N-(4-chlorophenyl)-N-(pyridin-4-ylmethyl)methanesulfonamide). As a reaction SMILES: [Cl:1][C:2]1[CH:7]=[CH:6][C:5]([NH:8][CH2:9][C:10]2[CH:15]=[CH:14][N:13]=[CH:12][CH:11]=2)=[CH:4][CH:3]=1.C(=O)([O-])[O-].[K+].[K+].[CH3:22][S:23](Cl)(=[O:25])=[O:24]>ClCCl>[Cl:1][C:2]1[CH:3]=[CH:4][C:5]([N:8]([CH2:9][C:10]2[CH:11]=[CH:12][N:13]=[CH:14][CH:15]=2)[S:23]([CH3:22])(=[O:25])=[O:24])=[CH:6][CH:7]=1 |f:1.2.3|. Reported procedure: A 3.3 g. portion of 4-(4-chlorophenylaminomethyl)pyridine was dissolved in 15 ml. of dichloromethane, and 2.7 g. of potassium carbonate and 1.6 ml. of methanesulfonyl chloride were added. The mixture was stirred at ambient temperature for several days, adding another 0.5 ml. of methanesulfonyl chloride in the process. The mixture was then diluted with dichloromethane, extracted with aqueous sodium bicarbonate and with water, dried over magnesium sulfate and evaporated. The residue was taken up i... Yields the product CCOC(=O)C#CC(O)c1ccc(OCOC)cc1[N+](=O)[O-]. Reaction SMILES: [CH3:13][CH2:14][O:15][C:16](=[O:17])[C:18]#[CH:19].[CH3:20][O:21][CH2:22][O:23][c:24]1[cH:25][c:26]([N+:32](=[O:33])[O-:34])[c:27]([CH:28]=[O:29])[cH:30][cH:31]1.[CH3:35][C:36](=[O:37])[OH:38].[CH:6]([NH:7][CH:8]([CH3:9])[CH3:10])([CH3:11])[CH3:12].[Li:1][CH2:2][CH2:3][CH2:4][CH3:5].[O:39]1[CH2:40][CH2:41][CH2:42][CH2:43]1.[OH2:44]>>[CH3:13][CH2:14][O:15][C:16](=[O:17])[C:18]#[C:19][CH:28]([c:27]1[c:26]([N+:32](=[O:33])[O-:34])[cH:25][c:24]([O:23][CH2:22][O:21][CH3:20])[cH:31][cH:30]1)[OH:29]. The reactants are C#CC(=O)OCC, COCOc1ccc(C=O)c([N+](=O)[O-])c1, CC(=O)O, CC(C)NC(C)C, [Li]CCCC, C1CCOC1, O. The reactants are [SH-].[Na+] (sodium hydrosulphide), ClC=1C=CC2=C(C=CC3=C(N=C(S3)C)C2C=2C(=NC(NC2)=O)SC)C1 ((±)-5-(7-Chloro-2-methyl-4H-benzo[5,6]cyclohepta[1,2-d]thiazol-4-yl)-4-methylthio-2(1H)-pyrimidinone), COCCBr (2-bromoethyl methyl ether), solution, CC(C)([O-])C.[K+] (potassium tert-butoxide). Solvent: C(C)(=O)OCC (ethyl acetate), O1CCCC1 (tetrahydrofuran), CN(C=O)C (N,N-dimethylformamide). Reaction conditions: temperature 80 celsius. Product: ClC=1C=CC2=C(C=CC3=C(N=C(S3)C)C2C=2C(NC(N(C2)CCOC)=O)=S)C1 ((±)-5-(7-chloro-2-methyl-4H-benzo[5,6]cyclohepta[1,2-d]thiazol-4-yl)-1-(2-methoxyethyl)-3,4-dihydro-4-thioxo-2(1H)-pyrimidinone). As a reaction SMILES: [Cl:1][C:2]1[CH:3]=[CH:4][C:5]2[CH:15]([C:16]3[C:17]([S:23]C)=[N:18][C:19](=[O:22])[NH:20][CH:21]=3)[C:10]3[N:11]=[C:12]([CH3:14])[S:13][C:9]=3[CH:8]=[CH:7][C:6]=2[CH:25]=1.[CH3:26][O:27][CH2:28][CH2:29]Br.CC(C)([O-])C.[K+].[SH-].[Na+]>O1CCCC1.CN(C)C=O.C(OCC)(=O)C>[Cl:1][C:2]1[CH:3]=[CH:4][C:5]2[CH:15]([C:16]3[C:17](=[S:23])[NH:18][C:19](=[O:22])[N:20]([CH2:29][CH2:28][O:27][CH3:26])[CH:21]=3)[C:10]3[N:11]=[C:12]([CH3:14])[S:13][C:9]=3[CH:8]=[CH:7][C:6]=2[CH:25]=1 |f:2.3,4.5|. Reported procedure: A solution of the product of example 39 step (i) (0.120 g) together with 2-bromoethyl methyl ether (0.073 ml) and a 1M solution of potassium tert-butoxide in tetrahydrofuran (0.62 ml) in N,N-dimethylformamide (3 ml) was heated at 50° C. for 20 h. Sufficient sodium hydrosulphide was added to give a blue solution and the reaction mixture heated at 80° C. for 4 h. The reaction mixture was cooled, diluted with ethyl acetate and washed with saturated aqueous ammonium chloride. The organic phase was d... The reactants are C(C)(C)(C)OC(=O)N1CC(CC1)NCCC(=O)OC (3-(2-methoxycarbonyl-ethylamino)-pyrrolidine-1-carboxylic acid tert-butyl ester), ClC1=CC=C(C=O)C=C1 (4-chlorobenzaldehyde), C(C)(=O)O[BH-](OC(C)=O)OC(C)=O.[Na+] (sodium triacetoxy borohydride), C(C)(=O)O (acetic acid). Run in ClC(C)Cl (dichloroethane). Reaction conditions: time 8 hour. Product: C(C)(C)(C)OC(=O)N1CC(CC1)N(CCC(=O)OC)CC1=CC=C(C=C1)Cl (3-[(4-Chloro-benzyl)-(2-methoxycarbonyl-ethyl)-amino]-pyrrolidine-1-carboxylic acid tert-butyl ester). As a reaction SMILES: [C:1]([O:5][C:6]([N:8]1[CH2:12][CH2:11][CH:10]([NH:13][CH2:14][CH2:15][C:16]([O:18][CH3:19])=[O:17])[CH2:9]1)=[O:7])([CH3:4])([CH3:3])[CH3:2].[Cl:20][C:21]1[CH:28]=[CH:27][C:24]([CH:25]=O)=[CH:23][CH:22]=1.C(O[BH-](OC(=O)C)OC(=O)C)(=O)C.[Na+].C(O)(=O)C>ClC(Cl)C>[C:1]([O:5][C:6]([N:8]1[CH2:12][CH2:11][CH:10]([N:13]([CH2:25][C:24]2[CH:27]=[CH:28][C:21]([Cl:20])=[CH:22][CH:23]=2)[CH2:14][CH2:15][C:16]([O:18][CH3:19])=[O:17])[CH2:9]1)=[O:7])([CH3:4])([CH3:3])[CH3:2] |f:2.3|. Procedure: To a solution of 3-(2-methoxycarbonyl-ethylamino)-pyrrolidine-1-carboxylic acid tert-butyl ester (0.73 g, 2.68 mmol) in dichloroethane (10.0 mL) was added 4-chlorobenzaldehyde (0.42 g, 2.95 mmol), sodium triacetoxy borohydride (1.71 g, 8.04 mmol) and catalytic acetic acid and the resulting mixture was stirred at room temperature overnight. The reaction mixture was concentrated, dissolved in dichloromethane and washed with saturated aqueous sodium bicarbonate. The combined organics were washed wi... Starting materials: C(C)(C)(C)C1=CC(=C(C=C1Cl)C=1N([C@@H]([C@@H](N1)C1=CC=C(C=C1)Cl)C1=CC=C(C=C1)Cl)C(=O)Cl)OCC ((4S,5R)-2-(4-tert-butyl-5-chloro-2-ethoxy-phenyl)-4,5-bis-(4-chloro-phenyl)-4,5-dihydro-imidazole-1-carbonyl chloride), N1C(CNCC1)=O (2-piperazinone). Product: C(C)(C)(C)C1=CC(=C(C=C1Cl)C=1N([C@@H]([C@@H](N1)C1=CC=C(C=C1)Cl)C1=CC=C(C=C1)Cl)C(=O)N1CC(NCC1)=O)OCC (4-[(4S,5R)-2-(4-tert-Butyl-5-chloro-2-ethoxy-phenyl)-4,5-bis-(4-chloro-phenyl)-4,5-dihydro-imidazole-1-carbonyl]-piperazin-2-one). As a reaction SMILES: [C:1]([C:5]1[C:10]([Cl:11])=[CH:9][C:8]([C:12]2[N:13]([C:31](Cl)=[O:32])[C@H:14]([C:24]3[CH:29]=[CH:28][C:27]([Cl:30])=[CH:26][CH:25]=3)[C@H:15]([C:17]3[CH:22]=[CH:21][C:20]([Cl:23])=[CH:19][CH:18]=3)[N:16]=2)=[C:7]([O:34][CH2:35][CH3:36])[CH:6]=1)([CH3:4])([CH3:3])[CH3:2].[NH:37]1[CH2:42][CH2:41][NH:40][CH2:39][C:38]1=[O:43]>>[C:1]([C:5]1[C:10]([Cl:11])=[CH:9][C:8]([C:12]2[N:13]([C:31]([N:40]3[CH2:41][CH2:42][NH:37][C:38](=[O:43])[CH2:39]3)=[O:32])[C@H:14]([C:24]3[CH:25]=[CH:26][C:27]([Cl:30])=[CH:28][CH:29]=3)[C@H:15]([C:17]3[CH:18]=[CH:19][C:20]([Cl:23])=[CH:21][CH:22]=3)[N:16]=2)=[C:7]([O:34][CH2:35][CH3:36])[CH:6]=1)([CH3:4])([CH3:2])[CH3:3]. Reported procedure: 4-[(4S,5R)-2-(4-tert-Butyl-5-chloro-2-ethoxy-phenyl)-4,5-bis-(4-chloro-phenyl)-4,5-dihydro-imidazole-1-carbonyl]-piperazin-2-one was prepared from (4S,5R)-2-(4-tert-butyl-5-chloro-2-ethoxy-phenyl)-4,5-bis-(4-chloro-phenyl)-4,5-dihydro-imidazole-1-carbonyl chloride (example 12h) and 2-piperazinone (Avocado Organics) in an analogous manner as described in example 25. LR-MS: 629.3 [(M+H)+] The reactants are CN(C=O)C (N,N-dimethylformamide), C(C)(C)(C)OC(N(CCCCCCC)CCC1=CC=C(C=C1)Br)=O ([2-(4-bromo-phenyl)-ethyl]-heptyl-carbamic acid tert-butyl ester), [Li]C(C)CC (sec-BuLi), C1CCCCC1 (cyclohexane), [NH4+].[Cl-] (NH4Cl). Solvent: O1CCCC1 (tetrahydrofuran). Reaction conditions: temperature -78 celsius, time 30 minute. Product: C(C)(C)(C)OC(N(CCCCCCC)CCC1=CC=C(C=C1)C=O)=O ([2-(4-formyl-phenyl)-ethyl]-heptyl-carbamic acid tert-butyl ester). Reaction SMILES: [C:1]([O:5][C:6](=[O:24])[N:7]([CH2:15][CH2:16][C:17]1[CH:22]=[CH:21][C:20](Br)=[CH:19][CH:18]=1)[CH2:8][CH2:9][CH2:10][CH2:11][CH2:12][CH2:13][CH3:14])([CH3:4])([CH3:3])[CH3:2].[Li]C(CC)C.C1CCCCC1.CN(C)[CH:38]=[O:39].[NH4+].[Cl-]>O1CCCC1>[C:1]([O:5][C:6](=[O:24])[N:7]([CH2:15][CH2:16][C:17]1[CH:22]=[CH:21][C:20]([CH:38]=[O:39])=[CH:19][CH:18]=1)[CH2:8][CH2:9][CH2:10][CH2:11][CH2:12][CH2:13][CH3:14])([CH3:4])([CH3:3])[CH3:2] |f:4.5|. Reported procedure: To a solution of [2-(4-bromo-phenyl)-ethyl]-heptyl-carbamic acid tert-butyl ester (20 g, 50.2 mmol) dissolved in tetrahydrofuran (200 mL) under a nitrogen atmosphere at −78° C. was added 1.3 M sec-BuLi in cyclohexane (100.5 mmol, 77.3 mL) dropwise. The solution was allowed to stir at −78° C. for 30 minutes. Anhydrous N,N-dimethylformamide (150.6 mmol, 11.6 mL) was added in one portion and the solution was allowed to warm to room temperature. After stirring for 30 minutes the mixture was poured o...